Dataset: the Open Reaction Database (ORD), a public repository of structured organic reaction records. Task: describe an organic reaction: reactants, conditions, products, and yield The reactants are C=CCN(Cc1ccc(OC)cc1OC)C(=O)C(NC(=O)OC(C)(C)C)C(C)(C)C=C, ClCCl. Yields the product COc1ccc(CN2CC=CC(C)(C)C(NC(=O)OC(C)(C)C)C2=O)c(OC)c1. As a reaction SMILES: [C:1]([CH3:2])([CH3:3])([CH3:4])[O:5][C:6]([NH:7][CH:8]([C:9]([CH:10]=[CH2:29])([CH3:12])[CH3:13])[C:14]([N:15]([CH2:16][c:17]1[c:18]([O:25][CH3:26])[cH:19][c:20]([O:23][CH3:24])[cH:21][cH:22]1)[CH2:27][CH:28]=[CH2:11])=[O:30])=[O:31].[Cl:32][CH2:33][Cl:34]>>[C:1]([CH3:2])([CH3:3])([CH3:4])[O:5][C:6]([NH:7][CH:8]1[C:9]([CH3:12])([CH3:13])[CH:10]=[CH:28][CH2:27][N:15]([CH2:16][c:17]2[c:18]([O:25][CH3:26])[cH:19][c:20]([O:23][CH3:24])[cH:21][cH:22]2)[C:14]1=[O:30])=[O:31]. Starting materials: CCOC(=O)C(COC1CCOCC1)CSCc1ccccc1, CCO, [Na+], [OH-], O. Yields the product O=C(O)C(COC1CCOCC1)CSCc1ccccc1. Reaction SMILES: [CH2:1]([CH3:2])[O:3][C:4]([CH:5]([CH2:6][S:7][CH2:8][c:9]1[cH:10][cH:11][cH:12][cH:13][cH:14]1)[CH2:15][O:16][CH:17]1[CH2:18][CH2:19][O:20][CH2:21][CH2:22]1)=[O:23].[CH3:27][CH2:28][OH:29].[Na+:25].[OH-:24].[OH2:26]>>[O:3]=[C:4]([CH:5]([CH2:6][S:7][CH2:8][c:9]1[cH:10][cH:11][cH:12][cH:13][cH:14]1)[CH2:15][O:16][CH:17]1[CH2:18][CH2:19][O:20][CH2:21][CH2:22]1)[OH:23]. The reactants are COc1ccc(P2(=S)SP(=S)(c3ccc(OC)cc3)S2)cc1, Cc1ccccc1, O=C(Cc1cccnc1)N1CCC(=C2c3ccc(Cl)cc3CCc3cccnc32)CC1. The product is S=C(Cc1cccnc1)N1CCC(=C2c3ccc(Cl)cc3CCc3cccnc32)CC1. As a reaction SMILES: [CH3:32][O:33][c:34]1[cH:35][cH:36][c:37]([P:38]2(=[S:41])[S:39][P:40]([c:42]3[cH:43][cH:44][c:45]([O:46][CH3:47])[cH:48][cH:49]3)(=[S:50])[S:51]2)[cH:52][cH:53]1.[CH3:54][c:55]1[cH:56][cH:57][cH:58][cH:59][cH:60]1.[Cl:1][c:2]1[cH:3][cH:4][c:5]2[c:6]([cH:31]1)[CH2:7][CH2:8][c:9]1[c:10]([n:11][cH:12][cH:13][cH:14]1)[C:15]2=[C:16]1[CH2:17][CH2:18][N:19]([C:22](=[O:23])[CH2:24][c:25]2[cH:26][n:27][cH:28][cH:29][cH:30]2)[CH2:20][CH2:21]1>>[Cl:1][c:2]1[cH:3][cH:4][c:5]2[c:6]([cH:31]1)[CH2:7][CH2:8][c:9]1[c:10]([n:11][cH:12][cH:13][cH:14]1)[C:15]2=[C:16]1[CH2:17][CH2:18][N:19]([C:22]([CH2:24][c:25]2[cH:26][n:27][cH:28][cH:29][cH:30]2)=[S:41])[CH2:20][CH2:21]1. Reactants: OCCN[C@@H](C1=CC=CC=C1)C ((R)-(+)-N-(2-hydroxyethyl)-α-methylbenzylamine), Br (hydrobromic acid). Run at temperature 0 celsius, time 30 minute. The product is Br.BrCCN[C@@H](C1=CC=CC=C1)C ((R)-(+)-N-(2-bromoethyl)-α-methylbenzylamine Hydrobromide). Yield: 64.0%. Reaction SMILES: O[CH2:2][CH2:3][NH:4][C@H:5]([CH3:12])[C:6]1[CH:11]=[CH:10][CH:9]=[CH:8][CH:7]=1.[BrH:13]>>[BrH:13].[Br:13][CH2:2][CH2:3][NH:4][C@H:5]([CH3:12])[C:6]1[CH:11]=[CH:10][CH:9]=[CH:8][CH:7]=1 |f:2.3|. Procedure details: 11.0 g (66.58 mmole) of (R)-(+)-N-(2-hydroxyethyl)-α-methylbenzylamine produced in Example 8(1) above was suspended in 52 ml of 48% aqueous hydrobromic acid solution and the resulting suspension was reacted at 126° C. for 30 minutes under refluxing. The reaction solution was distilled for 2 hours under normal pressure at constant temperature and 47 ml of aqueous hydrobromic acid and water, the reaction by-product, was removed. The residue was dissolved in 55 ml of acetone, and 50 mg of ethyl ace... Reactants: COC(=O)C1(C)COCCN1Cc1ccccc1, CCO. Yields the product COC(=O)C1(C)COCCN1. As a reaction SMILES: [CH2:1]([c:2]1[cH:3][cH:4][cH:5][cH:6][cH:7]1)[N:8]1[C:9]([C:14](=[O:15])[O:16][CH3:17])([CH3:18])[CH2:10][O:11][CH2:12][CH2:13]1.[CH3:19][CH2:20][OH:21]>>[NH:8]1[C:9]([C:14](=[O:15])[O:16][CH3:17])([CH3:18])[CH2:10][O:11][CH2:12][CH2:13]1.